From a dataset of the Open Reaction Database (ORD), a public repository of structured organic reaction records. describe an organic reaction: reactants, conditions, products, and yield Reactants: BrCCCBr (1,3-Dibromopropane), OC(CS(=O)(=O)C=1C=C(C=C(C1OCCC)O)[C@@H]1O[C@H](CC1)C1=CC(=C(C(=C1)OC)OC)OC)C (trans-2-[3-(2-hydroxypropylsulfonyl)-4-n-propoxy-5-hydroxyphenyl]-5-(3,4,5-trimethoxyphenyl)tetrahydrofuran), C([O-])([O-])=O.[K+].[K+] (potassium carbonate). The product is OC(CS(=O)(=O)C=1C=C(C=C(C1OCCC)OCCCBr)[C@@H]1O[C@H](CC1)C1=CC(=C(C(=C1)OC)OC)OC)C (trans-2-[3-(2-Hydroxypropylsulfonyl)-4-n-propoxy-5-(3-bromo-n-propoxy)phenyl]-5-(3,4,5-trimethoxyphenyl)tetrahydrofuran). Run in CN(C)C=O (DMF). Run at temperature 70 celsius, time 2 hour. Reaction SMILES: [Br:1][CH2:2][CH2:3][CH2:4]Br.[OH:6][CH:7]([CH3:40])[CH2:8][S:9]([C:12]1[CH:13]=[C:14]([C@H:23]2[CH2:27][CH2:26][C@H:25]([C:28]3[CH:33]=[C:32]([O:34][CH3:35])[C:31]([O:36][CH3:37])=[C:30]([O:38][CH3:39])[CH:29]=3)[O:24]2)[CH:15]=[C:16]([OH:22])[C:17]=1[O:18][CH2:19][CH2:20][CH3:21])(=[O:11])=[O:10].C(=O)([O-])[O-].[K+].[K+]>CN(C=O)C>[OH:6][CH:7]([CH3:40])[CH2:8][S:9]([C:12]1[CH:13]=[C:14]([C@H:23]2[CH2:27][CH2:26][C@H:25]([C:28]3[CH:29]=[C:30]([O:38][CH3:39])[C:31]([O:36][CH3:37])=[C:32]([O:34][CH3:35])[CH:33]=3)[O:24]2)[CH:15]=[C:16]([O:22][CH2:4][CH2:3][CH2:2][Br:1])[C:17]=1[O:18][CH2:19][CH2:20][CH3:21])(=[O:10])=[O:11] |f:2.3.4|. Procedure: 1,3-Dibromopropane (0.105 mL, 1.0 mol) was added to a solution of trans-2-[3-(2-hydroxypropylsulfonyl)-4-n-propoxy-5-hydroxyphenyl]-5-(3,4,5-trimethoxyphenyl)tetrahydrofuran (102 mg, 0.20 mmol) in DMF (1 mL) containing potassium carbonate (105 mg, 0.76 mmol). The reaction mixture was heated with stirring under nitrogen at 70° C. for 2 h, cooled, and partitioned between ethyl ether and water. The ethereal layer was separated and the aqueous layer was re-extracted twice with ether. The organic ext... The reactants are [Br-], [Br-], [Br-], COc1cc(C#N)cc(OC)c1, ClCCl, c1cc[nH+]cc1, c1cc[nH+]cc1, c1cc[nH+]cc1. Product: COc1cc(C#N)c(Br)c(OC)c1. Reaction SMILES: [Br-:13].[Br-:14].[Br-:15].[CH3:1][O:2][c:3]1[cH:4][c:5]([C:6]#[N:7])[cH:8][c:9]([O:11][CH3:12])[cH:10]1.[Cl:34][CH2:35][Cl:36].[nH+:16]1[cH:17][cH:18][cH:19][cH:20][cH:21]1.[nH+:22]1[cH:23][cH:24][cH:25][cH:26][cH:27]1.[nH+:28]1[cH:29][cH:30][cH:31][cH:32][cH:33]1>>[CH3:1][O:2][c:3]1[c:4]([Br:13])[c:5]([C:6]#[N:7])[cH:8][c:9]([O:11][CH3:12])[cH:10]1. The reactants are S1C(=NC=C1)C(=O)NN (thiazole-2-carbohydrazide), NC(C(=O)OCC)=S (ethyl 2-amino-2-thioxoacetate), [Cl-].[NH4+] (ammonium chloride). The solvent is C(C)O (ethanol), [Cl-].[Na+].O (Brine). Reaction conditions: temperature 110 celsius, time 11 day. The product is S1C(=NC=C1)C1=NNC(=N1)C(=O)OCC (ethyl 3-(thiazol-2-yl)-1H-1,2,4-triazole-5-carboxylate). The yield is 37.0%. Reaction SMILES: [S:1]1[CH:5]=[CH:4][N:3]=[C:2]1[C:6]([NH:8][NH2:9])=O.[NH2:10][C:11](=S)[C:12]([O:14][CH2:15][CH3:16])=[O:13].[Cl-].[NH4+]>C(O)C.[Cl-].[Na+].O>[S:1]1[CH:5]=[CH:4][N:3]=[C:2]1[C:6]1[N:10]=[C:11]([C:12]([O:14][CH2:15][CH3:16])=[O:13])[NH:9][N:8]=1 |f:2.3,5.6.7|. Reported procedure: A suspension of thiazole-2-carbohydrazide (4.2 mmol), ethyl 2-amino-2-thioxoacetate (1 equiv) and ammonium chloride (6 equiv) in ethanol (150 mL) was placed in a sealed tube and this was warmed to 110° C. and stirred at that temperature for 11 days. The reaction solution was cooled to rt and conc. Brine was added and the mixture was adjusted to pH-6 and extracted with EtOAc. The organic phases were dried over Na2SO4, filtered and conc. The crude product was purified using SiO2 chromatography and...